Task: describe an organic reaction: reactants, conditions, products, and yield. Dataset: the Open Reaction Database (ORD), a public repository of structured organic reaction records Starting materials: CCC(Oc1cncc(Cl)c1)C(=O)OC, [Na+], [OH-], O. Product: CCC(Oc1cncc(Cl)c1)C(=O)O. Reaction SMILES: [Cl:1][c:2]1[cH:3][c:4]([O:8][CH:9]([C:10](=[O:11])[O:12][CH3:13])[CH2:14][CH3:15])[cH:5][n:6][cH:7]1.[Na+:17].[OH-:16].[OH2:18]>>[Cl:1][c:2]1[cH:3][c:4]([O:8][CH:9]([C:10](=[O:11])[OH:12])[CH2:14][CH3:15])[cH:5][n:6][cH:7]1.